The task is: describe an organic reaction: reactants, conditions, products, and yield. This data is from the Open Reaction Database (ORD), a public repository of structured organic reaction records. Reactants: C(C)(C)(C)OC(=O)N1CCN(CC1)C1=C(C=CC(=C1)N)OC (4-(5-amino-2-methoxy-phenyl)-piperazine-1-carboxylic acid tert-butyl ester), FC(OC=1C=C(C=CC1OC)S(=O)(=O)Cl)F (3-difluoromethoxy-4-methoxy benzene sulfonylchloride). Product: Cl.FC(OC=1C=C(C=CC1OC)S(=O)(=O)NC1=CC(=C(C=C1)OC)N1CCNCC1)F (3-Difluoromethoxy-4-methoxy-N-(4-methoxy-3-piperazin-1-yl-phenyl)-benzenesulfonamide Hydrochloride). RXN SMILES: C(OC([N:8]1[CH2:13][CH2:12][N:11]([C:14]2[CH:19]=[C:18]([NH2:20])[CH:17]=[CH:16][C:15]=2[O:21][CH3:22])[CH2:10][CH2:9]1)=O)(C)(C)C.[F:23][CH:24]([F:38])[O:25][C:26]1[CH:27]=[C:28]([S:34]([Cl:37])(=[O:36])=[O:35])[CH:29]=[CH:30][C:31]=1[O:32][CH3:33]>>[ClH:37].[F:38][CH:24]([F:23])[O:25][C:26]1[CH:27]=[C:28]([S:34]([NH:20][C:18]2[CH:17]=[CH:16][C:15]([O:21][CH3:22])=[C:14]([N:11]3[CH2:10][CH2:9][NH:8][CH2:13][CH2:12]3)[CH:19]=2)(=[O:36])=[O:35])[CH:29]=[CH:30][C:31]=1[O:32][CH3:33] |f:2.3|. Reported procedure: The compound was prepared as described for Example 1 by reaction of 4-(5-amino-2-methoxy-phenyl)-piperazine-1-carboxylic acid tert-butyl ester and commercially available 3-difluoromethoxy-4-methoxy benzene sulfonylchloride, followed by deprotection under acidic conditions. Starting materials: Cl, O=[N+]([O-])c1ccc(F)cc1, [H-], [Na+], OC1(c2ccccc2)CCNCC1. The product is Cl, O=[N+]([O-])c1ccc(OC2(c3ccccc3)CCNCC2)cc1. As a reaction SMILES: [ClH:26].[F:16][c:17]1[cH:18][cH:19][c:20]([N+:23](=[O:24])[O-:25])[cH:21][cH:22]1.[H-:14].[Na+:15].[c:1]1([C:7]2([OH:13])[CH2:8][CH2:9][NH:10][CH2:11][CH2:12]2)[cH:2][cH:3][cH:4][cH:5][cH:6]1>>[ClH:26].[c:1]1([C:7]2([O:13][c:17]3[cH:18][cH:19][c:20]([N+:23](=[O:24])[O-:25])[cH:21][cH:22]3)[CH2:8][CH2:9][NH:10][CH2:11][CH2:12]2)[cH:2][cH:3][cH:4][cH:5][cH:6]1. Reactants: COc1ccc(CCN)cc1OC, CN(C)C=O, CSc1ncc2cc(-c3c(Cl)cccc3Cl)c(=O)n(C)c2n1, Cl. Yields the product COc1ccc(CCNc2ncc3cc(-c4c(Cl)cccc4Cl)c(=O)n(C)c3n2)cc1OC. Reaction SMILES: [CH3:23][O:24][c:25]1[cH:26][c:27]([CH2:33][CH2:34][NH2:35])[cH:28][cH:29][c:30]1[O:31][CH3:32].[CH3:37][N:38]([CH3:39])[CH:40]=[O:41].[Cl:1][c:2]1[c:3](-[c:9]2[cH:10][c:11]3[c:12]([n:13][c:14]([S:17][CH3:18])[n:15][cH:16]3)[n:19]([CH3:22])[c:20]2=[O:21])[c:4]([Cl:8])[cH:5][cH:6][cH:7]1.[ClH:36]>>[Cl:1][c:2]1[c:3](-[c:9]2[cH:10][c:11]3[c:12]([n:13][c:14]([NH:35][CH2:34][CH2:33][c:27]4[cH:26][c:25]([O:24][CH3:23])[c:30]([O:31][CH3:32])[cH:29][cH:28]4)[n:15][cH:16]3)[n:19]([CH3:22])[c:20]2=[O:21])[c:4]([Cl:8])[cH:5][cH:6][cH:7]1.